Dataset: the Open Reaction Database (ORD), a public repository of structured organic reaction records. Task: describe an organic reaction: reactants, conditions, products, and yield Reactants: ClC1=CC(=C(NC2=CC=NC3=CC(=C(C=C23)C#N)O)C=C1)F (4-(4-chloro-2-fluoroanilino)-6-cyano-7-hydroxyquinoline), ClCCCN1CCOCC1 (4-(3-chloropropyl)morpholine), C([O-])([O-])=O.[K+].[K+] (potassium carbonate). Solvent: CN(C)C=O (DMF). Reaction conditions: temperature 100 celsius. Product: ClC1=CC(=C(NC2=CC=NC3=CC(=C(C=C23)C#N)OCCCN2CCOCC2)C=C1)F (4-(4-chloro-2-fluoroanilino)-6-cyano-7-(3-morpholinopropoxy)quinoline). Yield: 56.7%. Reaction SMILES: [Cl:1][C:2]1[CH:21]=[CH:20][C:5]([NH:6][C:7]2[C:16]3[C:11](=[CH:12][C:13]([OH:19])=[C:14]([C:17]#[N:18])[CH:15]=3)[N:10]=[CH:9][CH:8]=2)=[C:4]([F:22])[CH:3]=1.Cl[CH2:24][CH2:25][CH2:26][N:27]1[CH2:32][CH2:31][O:30][CH2:29][CH2:28]1.C(=O)([O-])[O-].[K+].[K+]>CN(C=O)C>[Cl:1][C:2]1[CH:21]=[CH:20][C:5]([NH:6][C:7]2[C:16]3[C:11](=[CH:12][C:13]([O:19][CH2:24][CH2:25][CH2:26][N:27]4[CH2:32][CH2:31][O:30][CH2:29][CH2:28]4)=[C:14]([C:17]#[N:18])[CH:15]=3)[N:10]=[CH:9][CH:8]=2)=[C:4]([F:22])[CH:3]=1 |f:2.3.4|. Procedure details: A mixture of 4-(4-chloro-2-fluoroanilino)-6-cyano-7-hydroxyquinoline (1 95 mg, 0.6 mmol), 4-(3-chloropropyl)morpholine (124 mg, 0.76 mol), (J. Amer. Chem. Soc. 1945, 67, 736), potassium carbonate (172 mg, 1.2 mmol) and DMF (5 ml) was heated at 100° C. for 6 hours. The mixture was cooled to ambient temperature, and was partitioned between water and methylene chloride. The organic layer was dried (MgSO4), insoluble materials were removed by filtration and silica (2 g) was added to the filtrate. Th... Reactants: ClC=1C(=CC(=C(C(=O)NS(=O)(=O)C)C1)F)F (5-chloro-2,4-difluoro-N-(methylsulfonyl)-benzamide), ClC=1C(=CC(=C(C(=O)NS(N(C)C)(=O)=O)C1)F)F (5-chloro-N—(N,N-dimethylsulfamoyl)-2,4-difluorobenzamide), C12(CC3CC(CC(C1)C3)C2)CO (adamantan-1-ylmethanol), CC1([C@H]2CC[C@@H]([C@@H]1C2)CO)C (((1S,2S,5S)-6,6-dimethylbicyclo[3.1.1]heptan-2-yl)methanol). The product is ClC=1C(=CC(=C(C(=O)NS(N(C)C)(=O)=O)C1)F)OC[C@@H]1[C@H]2C([C@@H](CC1)C2)(C)C (5-chloro-4-(((1S,2S,5S)-6,6-dimethylbicyclo[3.1.1]heptan-2-yl)-methoxy)-N—(N,N-dimethylsulfamoyl)-2-fluorobenzamide), solid. The yield is 45.0%. Reaction SMILES: C12(CO)CC3CC(CC(C3)C1)C2.[CH3:13][C:14]1([CH3:23])[C@H:19]2[CH2:20][C@@H:15]1[CH2:16][CH2:17][C@@H:18]2[CH2:21][OH:22].ClC1C(F)=CC(F)=C(C=1)C(NS(C)(=O)=O)=O.[Cl:40][C:41]1[C:42](F)=[CH:43][C:44]([F:56])=[C:45]([CH:55]=1)[C:46]([NH:48][S:49](=[O:54])(=[O:53])[N:50]([CH3:52])[CH3:51])=[O:47]>>[Cl:40][C:41]1[C:42]([O:22][CH2:21][C@H:18]2[CH2:17][CH2:16][C@H:15]3[CH2:20][C@@H:19]2[C:14]3([CH3:23])[CH3:13])=[CH:43][C:44]([F:56])=[C:45]([CH:55]=1)[C:46]([NH:48][S:49](=[O:53])(=[O:54])[N:50]([CH3:52])[CH3:51])=[O:47]. Reported procedure: Following the procedure as described in Example 8 and making variations as required to replace adamantan-1-ylmethanol with ((1S,2S,5S)-6,6-dimethylbicyclo[3.1.1]heptan-2-yl)methanol and 5-chloro-2,4-difluoro-N-(methylsulfonyl)-benzamide with 5-chloro-N—(N,N-dimethylsulfamoyl)-2,4-difluorobenzamide (as prepared in Example 31), the title compound was obtained as a colorless solid (0.25 g, 45%): 1H NMR (300 MHz, DMSO-d6) δ 11.76 (s, 1H), 7.72 (d, J=7.5 Hz, 1H), 7.24 (d, J=12.3 Hz, 1H), 3.95 (d, J=6... As a reaction SMILES: C1(N[C:7]2[C:12]([CH3:13])=[C:11]([CH3:14])[N:10]=[C:9]([NH:15][CH2:16][C:17]3[CH:22]=[CH:21][CH:20]=[CH:19][N:18]=3)[N:8]=2)CCCC1.Cl.[F:24][C:25]1[CH:26]=[C:27]([NH2:31])[CH:28]=[CH:29][CH:30]=1>>[F:24][C:25]1[CH:26]=[C:27]([NH:31][C:7]2[C:12]([CH3:13])=[C:11]([CH3:14])[N:10]=[C:9]([NH:15][CH2:16][C:17]3[CH:22]=[CH:21][CH:20]=[CH:19][N:18]=3)[N:8]=2)[CH:28]=[CH:29][CH:30]=1 |f:1.2|. The reactants are C1(CCCC1)NC1=NC(=NC(=C1C)C)NCC1=NC=CC=C1 (N4-cyclopentyl-5,6-dimethyl-N2-(pyridin-2-ylmethyl)pyrimidine-2,4-diamine), Cl.FC=1C=C(C=CC1)N ((3-fluorophenyl)amine hydrochloride). Procedure details: The titled compound was synthesized according to the procedure described for preparation of N4-cyclopentyl-5,6-dimethyl-N2-(pyridin-2-ylmethyl)pyrimidine-2,4-diamine (Example 29) using (3-fluorophenyl)amine hydrochloride instead of cyclopentanamine. The crude material was purified by column chromatography eluting with mixture of chloroform/ethanol/20% water solution of ammonia (200:10:1), and then the final product was washed with diethyl ether to afford the titled compound as a white solid. 1H ... Product: FC=1C=C(C=CC1)NC1=NC(=NC(=C1C)C)NCC1=NC=CC=C1 (N4-(3-fluorophenyl)-5,6-dimethyl-N2-(pyridin-2-ylmethyl)pyrimidine-2,4-diamine). The reactants are 1,2,3,5,8,8a-hexahydro-7-indolizinyl-7-azaindole, C[Si](C)(C)[N-][Si](C)(C)C.[Na+] (NaN(TMS)2), C1CCN2CC=C(CC12)C1=CNC2=NC=CC=C12 (3-(1,2,3,5,8,8a-hexahydro-7-indolizinyl)-1H-7-Azaindole), FC1=CC=C(C=C1)S(=O)(=O)Cl (4-fluorobenzenesulfonyl chloride). Run in C1CCOC1 (THF). Product: FC1=CC=C(C=C1)S(=O)(=O)N1C=C(C2=CC=CN=C12)C1=CCN2CCCC2C1 (1-(4-Fluorobenzenesulfonyl)-3-(1,2,3,5,8,8a-hexahydro-7-indolizinyl)-7-azaindole). As a reaction SMILES: [CH2:1]1[CH:9]2[N:4]([CH2:5][CH:6]=[C:7]([C:10]3[C:18]4[C:13](=[N:14][CH:15]=[CH:16][CH:17]=4)[NH:12][CH:11]=3)[CH2:8]2)[CH2:3][CH2:2]1.[F:19][C:20]1[CH:25]=[CH:24][C:23]([S:26](Cl)(=[O:28])=[O:27])=[CH:22][CH:21]=1.C[Si]([N-][Si](C)(C)C)(C)C.[Na+]>C1COCC1>[F:19][C:20]1[CH:25]=[CH:24][C:23]([S:26]([N:12]2[C:13]3[C:18](=[CH:17][CH:16]=[CH:15][N:14]=3)[C:10]([C:7]3[CH2:8][CH:9]4[N:4]([CH2:3][CH2:2][CH2:1]4)[CH2:5][CH:6]=3)=[CH:11]2)(=[O:28])=[O:27])=[CH:22][CH:21]=1 |f:2.3|. Reported procedure: 1-(4-Chlorobenzenesulfonyl)-3-(1,2,3,5,8,8a-hexahydro-7-indolizinyl-7-azaindole (10.2 mg, 58.9%); from 3-(1,2,3,5,8,8a-hexahydro-7-indolizinyl)-1H-7-Azaindole (10 mg, 0.0418 mmol), 4-fluorobenzenesulfonyl chloride (20 mg, 0.095 mmol) and 1M NaN(TMS)2 (100 μL, 0.10 mmol) in THF (0.5 mL) at RT. Reactants: O=C([O-])[O-], COCCC(OC(C)=O)C(=O)Nc1ccc(C)cn1, CO, [K+], [K+], [K+], O=S(=O)([O-])O. Yields the product COCCC(O)C(=O)Nc1ccc(C)cn1. RXN SMILES: [C:1](=[O:2])([O-:3])[O-:4].[C:7](=[O:8])([CH3:9])[O:10][CH:11]([C:12](=[O:13])[NH:14][c:15]1[n:16][cH:17][c:18]([CH3:21])[cH:19][cH:20]1)[CH2:22][CH2:23][O:24][CH3:25].[CH3:32][OH:33].[K+:31].[K+:5].[K+:6].[S:26](=[O:27])(=[O:28])([OH:29])[O-:30]>>[OH:10][CH:11]([C:12](=[O:13])[NH:14][c:15]1[n:16][cH:17][c:18]([CH3:21])[cH:19][cH:20]1)[CH2:22][CH2:23][O:24][CH3:25]. Reactants: perfluoropolyether, fluorooxy, C(=O)(F)F (carbonyl fluoride), FC(C(=O)F)(F)F (trifluoroacetyl fluoride). Product: FC(C(=C(F)F)F)(F)F (Hexafluoropropylene). RXN SMILES: [C:1]([F:4])([F:3])=O.[F:5][C:6]([F:11])([F:10])[C:7]([F:9])=O>>[F:5][C:6]([F:11])([F:10])[C:7]([F:9])=[C:1]([F:4])[F:3]. Reported procedure: The procedure described in Example 9 is employed in which 10.2 grams hexafluoropropylene is condensed in at high pressure and 12 grams liquid carbon dioxide is added. The temperature is raised to 60° C., and the cell is charged with molecular oxygen to approximately 2,500 psi. Oxygen is supplied continuously to the reactor. 0.5 grams of a clear fluid is collected in the cold trap corresponding to a 5% yield of perfluoropolyether (based on hexafluoropropylene). Analysis using 19F NMR spectroscopy... Reactants: CC(=O)C1=CC=C(C=C1)F (4-Fluoroacetophenone), [N+](=O)([O-])[O-].[K+] (potassium nitrate). Solvent: S(O)(O)(=O)=O (sulfuric acid). Conditions: temperature 2.5 celsius, time 2 hour. The product is CC(=O)C1=CC(=C(C=C1)F)[N+](=O)[O-] (4-Fluoro-3-nitroacetophenone). RXN SMILES: [CH3:1][C:2]([C:4]1[CH:9]=[CH:8][C:7]([F:10])=[CH:6][CH:5]=1)=[O:3].[N+:11]([O-])([O-:13])=[O:12].[K+]>S(=O)(=O)(O)O>[CH3:1][C:2]([C:4]1[CH:9]=[CH:8][C:7]([F:10])=[C:6]([N+:11]([O-:13])=[O:12])[CH:5]=1)=[O:3] |f:1.2|. Reported procedure: Concentrated sulfuric acid (200 ml) is cooled to 5° C. 4-Fluoroacetophenone (20 ml, 0.16 mol) is added keeping the temperature below 10° C. The mixture is cooled to 0-5° C. and potassium nitrate (25 g, 0.25 mol) is added portionwise over 2 hours keeping the temperature within this range. Following the addition the mixture is stirred in the cold for additionally 2 hours. The mixture is poured on ice (600 g) and the crude product is filtered off. Column-chromatographic purification on silica gel u... Starting materials: O=C(Br)CBr, CCOC(C)=O, NCC(O)c1ccccc1, [Na+], O=C([O-])O. Yields the product O=C(CBr)NCC(O)c1ccccc1. RXN SMILES: [Br:11][CH2:12][C:13](=[O:14])[Br:15].[CH3:16][CH2:17][O:18][C:19]([CH3:20])=[O:21].[NH2:1][CH2:2][CH:3]([OH:4])[c:5]1[cH:6][cH:7][cH:8][cH:9][cH:10]1.[Na+:26].[O-:22][C:23]([OH:24])=[O:25]>>[NH:1]([CH2:2][CH:3]([OH:4])[c:5]1[cH:6][cH:7][cH:8][cH:9][cH:10]1)[C:13]([CH2:12][Br:11])=[O:14]. The reactants are FC=1C(=NC=C(C1)F)C#N (3,5-difluoropicolinonitrile), Cl (HCl). Reagents/catalysts: [Pd] (Pd—C). Run in C(C)O.O1CCCC1 (ethanol tetrahydrofuran). Reaction conditions: time 5 hour. Yields the product Cl.FC=1C(=NC=C(C1)F)CN ((3,5-Difluoropyridin-2-yl)methanamine hydrochloride). Yield: 100.0%. RXN SMILES: [F:1][C:2]1[C:3]([C:9]#[N:10])=[N:4][CH:5]=[C:6]([F:8])[CH:7]=1.[ClH:11]>[Pd].C(O)C.O1CCCC1>[ClH:11].[F:1][C:2]1[C:3]([CH2:9][NH2:10])=[N:4][CH:5]=[C:6]([F:8])[CH:7]=1 |f:3.4,5.6|. Reported procedure: A mixture of 3,5-difluoropicolinonitrile (1.4 g, 10 mmol), conc. HCl (12 ml) and 10% Pd—C (200 mg) in 1:1 ethanol/tetrahydrofuran was shaken under a hydrogen atmosphere (50 psi) for 5 h. The reaction mixture was filtered and the ethanol removed in vacuo. The remaining solution was lyophilized to afford an off-white solid (2.16 g, 100% yield). LCMS (M+H) calcd for C6H7F2N2: 145.06; found: 145.12. The reactants are C(C(C)(C)C)O (neopentyl alcohol), C(C(=O)Cl)(=O)Cl (oxalyl chloride), C(C(=O)Cl)(=O)Cl (oxalyl chloride). Product: C(C(=O)OCC(C)(C)C)(=O)Cl (neopentyl chlorooxalate). Isolated yield 92.7%. Reaction SMILES: [CH2:1]([OH:6])[C:2]([CH3:5])([CH3:4])[CH3:3].[C:7](Cl)(=[O:11])[C:8]([Cl:10])=[O:9]>>[C:8]([Cl:10])(=[O:9])[C:7]([O:6][CH2:1][C:2]([CH3:5])([CH3:4])[CH3:3])=[O:11]. Reported procedure: In this example the product was prepared in two synthetic steps. In the first step neopentyl alcohol was reacted with 50% molar excess of oxalyl chloride. Upon completion of the reaction the excess oxalyl chloride was stripped from the product at reduced pressure to produce neopentyl chlorooxalate having an assay of 100% and in a corrected yield of 92.7%. In the second step neopentyl chlorooxalate was reacted with 2,5-dimethyl-2,5-dihydroperoxyhexane, in the presence of pyridine, to yield the pr...